This data is from the Open Reaction Database (ORD), a public repository of structured organic reaction records. The task is: describe an organic reaction: reactants, conditions, products, and yield Reactants: C1(CCCC2=CC=CC=C12)C(=O)O (1,2,3,4-tetrahydronaphthalene-1-carboxylic acid), CN[C@@H]1CCC=2N(C3=CC=CC=C3C2CC(=O)OCCC)C1 (propyl [(7R)-7-(methylamino)-6,7,8,9-tetrahydropyrido[1,2-a]indol-10-yl]acetate). The product is CN([C@@H]1CCC=2N(C3=CC=CC=C3C2CC(=O)O)C1)C(=O)C1CCCC2=CC=CC=C12 ({(7R)-7-[Methyl-(1,2,3,4-tetrahydro-naphthalene-1-carbonyl)-amino]-6,7,8,9-tetrahydropyrido[1,2-a]indol-10-yl}-acetic acid). As a reaction SMILES: [CH:1]1([C:11]([OH:13])=O)[C:10]2[C:5](=[CH:6][CH:7]=[CH:8][CH:9]=2)[CH2:4][CH2:3][CH2:2]1.[CH3:14][NH:15][C@H:16]1[CH2:35][N:20]2[C:21]3[C:26]([C:27]([CH2:28][C:29]([O:31]CCC)=[O:30])=[C:19]2[CH2:18][CH2:17]1)=[CH:25][CH:24]=[CH:23][CH:22]=3>>[CH3:14][N:15]([C:11]([CH:1]1[C:10]2[C:5](=[CH:6][CH:7]=[CH:8][CH:9]=2)[CH2:4][CH2:3][CH2:2]1)=[O:13])[C@H:16]1[CH2:35][N:20]2[C:21]3[C:26]([C:27]([CH2:28][C:29]([OH:31])=[O:30])=[C:19]2[CH2:18][CH2:17]1)=[CH:25][CH:24]=[CH:23][CH:22]=3. Reported procedure: The title compound was prepared using analogous procedures described in Example 1 (Method A) from 1,2,3,4-tetrahydronaphthalene-1-carboxylic acid and propyl [(7R)-7-(methylamino)-6,7,8,9-tetrahydropyrido[1,2-a]indol-10-yl]acetate. MS (+ESI) m/z: 417. Starting materials: O.NN (Hydrazine monohydrate), C(C1=CC=CC=C1)(=O)NC(N(C)C1=CC(=C(C(=C1)C)CCS(=O)(=O)N1CCC2(C(NC(=N2)C2CCC(CC2)C)=O)CC1)C)=S (3-benzoyl-1-(3,5-dimethyl-4-{2-[2-(4-methyl-cyclohexyl)-4-oxo-1,3,8-triaza-spiro[4.5]dec-1-ene-8-sulfonyl]-ethyl}-phenyl)-1-methyl-thiourea). The solvent is C(C)O (ethanol). Reaction conditions: time 15 hour. The product is CC=1C=C(C=C(C1CCS(=O)(=O)N1CCC2(C(NC(=N2)C2CCC(CC2)C)=O)CC1)C)N(C(=S)N)C (1-(3,5-dimethyl-4-{2-[2-(4-methyl-cyclohexyl)-4-oxo-1,3,8-triaza-spiro[4.5]dec-1-ene-8-sulfonyl]-ethyl}-phenyl)-1-methyl-thiourea). Isolated yield 101.3%. As a reaction SMILES: O.NN.C([NH:12][C:13](=[S:47])[N:14]([C:16]1[CH:21]=[C:20]([CH3:22])[C:19]([CH2:23][CH2:24][S:25]([N:28]2[CH2:45][CH2:44][C:31]3([N:35]=[C:34]([CH:36]4[CH2:41][CH2:40][CH:39]([CH3:42])[CH2:38][CH2:37]4)[NH:33][C:32]3=[O:43])[CH2:30][CH2:29]2)(=[O:27])=[O:26])=[C:18]([CH3:46])[CH:17]=1)[CH3:15])(=O)C1C=CC=CC=1>C(O)C>[CH3:46][C:18]1[CH:17]=[C:16]([N:14]([CH3:15])[C:13]([NH2:12])=[S:47])[CH:21]=[C:20]([CH3:22])[C:19]=1[CH2:23][CH2:24][S:25]([N:28]1[CH2:45][CH2:44][C:31]2([N:35]=[C:34]([CH:36]3[CH2:37][CH2:38][CH:39]([CH3:42])[CH2:40][CH2:41]3)[NH:33][C:32]2=[O:43])[CH2:30][CH2:29]1)(=[O:26])=[O:27] |f:0.1|. Procedure details: Hydrazine monohydrate (55 mg, 1.1 mmol) was added to a solution of 3-benzoyl-1-(3,5-dimethyl-4-{2-[2-(4-methyl-cyclohexyl)-4-oxo-1,3,8-triaza-spiro[4.5]dec-1-ene-8-sulfonyl]-ethyl}-phenyl)-1-methyl-thiourea (140 mg, 0.22 mmol) in ethanol (7 ml). The mixture was stirred at room temperature for 15 hours and then concentrated under reduced pressure. The resulting residue was purified by silica gel column chromatography (dichloromethane-methanol) to give 1-(3,5-dimethyl-4-{2-[2-(4-methyl-cyclohexyl)...